This data is from the Open Reaction Database (ORD), a public repository of structured organic reaction records. The task is: describe an organic reaction: reactants, conditions, products, and yield Reported procedure: A mixture of 1.0 g (0.0055 mole) of 4-hydroxymethyl-2,3,5,6-tetrafluoropyridine (from Example 5) and 0.30 g (0.0055 mole) of sodium methoxide in 25 ml of methanol was refluxed for approximately twenty hours. After being cooled, the reaction mixture was poured into water. The aqueous solution was extracted with diethyl ether. The diethyl ether extract was dried over anhydrous magnesium sulfate, filtered, and the solvent evaporated under reduced pressure, yielding 0.85 g of 4-hydroxymethyl-2-metho... Reactants: OCC1=C(C(=NC(=C1F)F)F)F (4-HYDROXYMETHYL-2,3,5,6-TETRAFLUOROPYRIDINE), C[O-].[Na+] (sodium methoxide), O (water). The solvent is CO (methanol). As a reaction SMILES: [OH:1][CH2:2][C:3]1[C:8]([F:9])=[C:7]([F:10])[N:6]=[C:5](F)[C:4]=1[F:12].[CH3:13][O-:14].[Na+].O>CO>[OH:1][CH2:2][C:3]1[C:8]([F:9])=[C:7]([F:10])[N:6]=[C:5]([O:14][CH3:13])[C:4]=1[F:12] |f:1.2|. Product: OCC1=C(C(=NC(=C1F)F)OC)F (4-hydroxymethyl-2-methoxy-3,5,6-trifluoropyridine). Isolated yield 80.0%. Reactants: ClCCCSC1=C(C(=O)N)C=CC=C1 (2-(3- chloropropylthio)benzamide), C(C)NCC(COC1=CC=C(C#N)C=C1)O (4-[3-(ethylamino) -2-hydroxypropoxy]- benzonitrile), C([O-])([O-])=O.[K+].[K+] (potassium carbonate), [I-].[Na+] (sodiumiodide). Solvent: C(C)#N (acetonitrile). The product is C(#N)C1=CC=C(OCC(CN(CCCSC2=C(C(=O)N)C=CC=C2)CC)O)C=C1 (2-[[3-[[3-(4-cyanophenoxy)-2-hydroxypropyl]ethylamino]propyl]thio]benzamide). Reaction SMILES: Cl[CH2:2][CH2:3][CH2:4][S:5][C:6]1[CH:14]=[CH:13][CH:12]=[CH:11][C:7]=1[C:8]([NH2:10])=[O:9].[CH2:15]([NH:17][CH2:18][CH:19]([OH:30])[CH2:20][O:21][C:22]1[CH:29]=[CH:28][C:25]([C:26]#[N:27])=[CH:24][CH:23]=1)[CH3:16].C(=O)([O-])[O-].[K+].[K+].[I-].[Na+]>C(#N)C>[C:26]([C:25]1[CH:28]=[CH:29][C:22]([O:21][CH2:20][CH:19]([OH:30])[CH2:18][N:17]([CH2:15][CH3:16])[CH2:2][CH2:3][CH2:4][S:5][C:6]2[CH:14]=[CH:13][CH:12]=[CH:11][C:7]=2[C:8]([NH2:10])=[O:9])=[CH:23][CH:24]=1)#[N:27] |f:2.3.4,5.6|. Reported procedure: 5.5 g 2-(3- chloropropylthio)benzamide, 5.3 g of 4-[3-(ethylamino) -2-hydroxypropoxy]- benzonitrile, 6.6 g potassium carbonate and 7.2 g sodiumiodide were mixed in 100 ml of acetonitrile and heated to reflux for two days. The mixture was filtered and evaporated and the residue was dissolved in 1 M sulphuric acid. The acidic water layer was then washed twice with ether, alkalized with 10 M sodiumhydroxide and extracted with dichlormethane. The organic layer was dried over sodiumsulphate, treated ... The reactants are C(C1=CC=CC=C1)OC(=O)N1[C@@H](CN(CC1)C(=O)OC(C)(C)C)C(=O)O ((S)-1-(benzyloxycarbonyl)4-(tert-butyloxycarbonyl)-piperazine-2-carboxylic acid), B (borane), C(C)(=O)O (acetic acid). Run in O (water), O1CCCC1 (tetrahydrofuran). Reaction conditions: time 1 hour. Product: C(C1=CC=CC=C1)OC(=O)N1[C@H](CN(CC1)C(=O)OC(C)(C)C)CO ((R)-1-(Benzyloxycarbonyl)-2-hydroxymethyl-4-(tert-butyloxycarbonyl)-piperazine). Isolated yield 78.5%. As a reaction SMILES: [CH2:1]([O:8][C:9]([N:11]1[CH2:16][CH2:15][N:14]([C:17]([O:19][C:20]([CH3:23])([CH3:22])[CH3:21])=[O:18])[CH2:13][C@H:12]1[C:24](O)=[O:25])=[O:10])[C:2]1[CH:7]=[CH:6][CH:5]=[CH:4][CH:3]=1.B.C(O)(=O)C>O1CCCC1.O>[CH2:1]([O:8][C:9]([N:11]1[CH2:16][CH2:15][N:14]([C:17]([O:19][C:20]([CH3:21])([CH3:22])[CH3:23])=[O:18])[CH2:13][C@@H:12]1[CH2:24][OH:25])=[O:10])[C:2]1[CH:3]=[CH:4][CH:5]=[CH:6][CH:7]=1. Reported procedure: To (S)-1-(benzyloxycarbonyl)4-(tert-butyloxycarbonyl)-piperazine-2-carboxylic acid (15.2 g, 0.04 mol) in tetrahydrofuran (200 ml) at 0° C. under argon was added borane (1M soln. in THF; 111 ml, 0.11 mol) dropwise over 15 min. The resulting mixture was stirred for 1 h, maintaining the temperature between 0° C. and 5° C., and then allowed to reach room temperature and stirred a further 18 h. The mixture was then carefully added, with stirring, to 5% g. acetic acid in water (1 l). After 1 h, the or... Reactants: CC(Cl)c1cccnc1, CC(C)(C)c1ccc(OCC2CCNC2)cc1. The reagents and catalysts are O=C([O-])[O-].[Cs+].[Cs+] (cesium carbonate), [I-].[K+] (potassium iodide). Solvent: CN(C)C=O (DMF), CN(C)C=O (dmf), CN(C)C=O (DMF). Reaction conditions: temperature 70 celsius, time 16 hour. Yields the product CC(c1cccnc1)N1CCC(COc2ccc(C(C)(C)C)cc2)C1. Starting materials: C(#N)C=1C=C(C=CC1)OCC(=O)OCC (ethyl [(3-cyanophenyl)oxy]acetate), Example 29, [BH4-].[Na+] (sodium borohydride). The solvent is C(C)O (ethanol). Run at temperature 50 celsius, time 15 hour. The product is OCCOC=1C=C(C#N)C=CC1 (3-[(2-hydroxyethyl)oxy]benzonitrile). The yield is 92.0%. As a reaction SMILES: [C:1]([C:3]1[CH:4]=[C:5]([O:9][CH2:10][C:11](OCC)=[O:12])[CH:6]=[CH:7][CH:8]=1)#[N:2].[BH4-].[Na+]>C(O)C>[OH:12][CH2:11][CH2:10][O:9][C:5]1[CH:4]=[C:3]([CH:8]=[CH:7][CH:6]=1)[C:1]#[N:2] |f:1.2|. Procedure details: A suspension of ethyl [(3-cyanophenyl)oxy]acetate obtained in Reference Example 29 (8.00 g, 39.0 mmol) and sodium borohydride (1.47 g, 39.0 mmol) in ethanol (120 mL) was stirred at 50° C. for 15 hr, and the mixture was concentrated under reduced pressure. The residue was extracted with ethyl acetate and water, and the organic layer was washed with saturated brine, dried over sodium sulfate, and concentrated to give the title compound as a white powder (5.85 g, 92%). Run in O (water). The product is [N+](=O)([O-])NC(NCCC[C@H]1C(N(C(N1)=O)CC(=O)O)=O)=N ([5-(S)-(3-Nitro-guanidino-propyl)-2,4-dioxo-imidazolidin-3-yl]acetic acid). Procedure details: 11 g (0.05 mol) of H-Arg(NO2)-OH are dissolved with 4.3 g (0.05 mol) of sodium bicarbonate in 200 ml of water under reflux. At 70° C., 7.1 g (0.055 mol) of ethyl isocyanato-acetate are added dropwise. The mixture is stirred at 70° C. for 1 hour, left to cool and stirred at room temperature overnight, 50 ml of concentrated hydrochloric acid are added, the mixture is concentrated, 20 ml of 50% concentrated hydrochloric acid are added, the mixture is heated under reflux for 1 hour and substantially... Reaction conditions: temperature 70 celsius, time 1 hour. As a reaction SMILES: [NH2:1][C@H:2]([C:13]([OH:15])=O)[CH2:3][CH2:4][CH2:5][NH:6][C:7](=[NH:12])[NH:8][N+:9]([O-:11])=[O:10].C(=O)(O)[O-].[Na+].[N:21]([CH2:24][C:25]([O:27]CC)=[O:26])=[C:22]=[O:23].Cl>O>[N+:9]([NH:8][C:7](=[NH:12])[NH:6][CH2:5][CH2:4][CH2:3][C@@H:2]1[NH:1][C:22](=[O:23])[N:21]([CH2:24][C:25]([OH:27])=[O:26])[C:13]1=[O:15])([O-:11])=[O:10] |f:1.2|. Starting materials: Cl (hydrochloric acid), N[C@@H](CCCNC(N[N+](=O)[O-])=N)C(=O)O (H-Arg(NO2)-OH), C([O-])(O)=O.[Na+] (sodium bicarbonate), N(=C=O)CC(=O)OCC (ethyl isocyanato-acetate). Procedure details: tert-Butyl (1-hydroxycyclopropyl)methylcarbamate (150 mg) was dissolved in dry DMF (2 mL) and Cs2CO3 (313 mg, 0.961 mmol) was added, followed by MeI (0.053 mL, 0.841 mmol). The light yellow suspension was stirred in a sealed vessel at room temperature overnight. More MeI (0.050 mL, 0.801 mmol) was added and stirring was continued for 2 d. The reaction mixture was partitioned between aqueous saturated NaHCO3 (25 mL) and EtOAc (25 mL). The aqueous layer was extracted with EtOAc (2×10 mL) and the c... RXN SMILES: [OH:1][C:2]1([CH2:5][NH:6][C:7](=[O:13])[O:8][C:9]([CH3:12])([CH3:11])[CH3:10])[CH2:4][CH2:3]1.[C:14]([O-])([O-])=O.[Cs+].[Cs+].CI>CN(C=O)C>[CH3:14][O:1][C:2]1([CH2:5][NH:6][C:7](=[O:13])[O:8][C:9]([CH3:10])([CH3:12])[CH3:11])[CH2:4][CH2:3]1 |f:1.2.3|. Conditions: time 8 hour. Solvent: CN(C)C=O (DMF). The yield is 55.8%. The product is COC1(CC1)CNC(OC(C)(C)C)=O (tert-Butyl (1-methoxycyclopropyl)methylcarbamate). The reactants are CI (MeI), OC1(CC1)CNC(OC(C)(C)C)=O (tert-Butyl (1-hydroxycyclopropyl)methylcarbamate), CI (MeI), C(=O)([O-])[O-].[Cs+].[Cs+] (Cs2CO3). Yields the product C=Cc1cc(CN2C(=O)c3ccccc3C2=O)ccc1OC. RXN SMILES: [Br-:29].[CH3:1][C:2]([CH3:3])([O-:4])[CH3:5].[CH3:30][P+:31]([c:32]1[cH:33][cH:34][cH:35][cH:36][cH:37]1)([c:38]1[cH:39][cH:40][cH:41][cH:42][cH:43]1)[c:44]1[cH:45][cH:46][cH:47][cH:48][cH:49]1.[CH:7](=[O:8])[c:9]1[cH:10][c:11]([CH2:12][N:13]2[C:14](=[O:23])[c:15]3[c:16]([cH:19][cH:20][cH:21][cH:22]3)[C:17]2=[O:18])[cH:24][cH:25][c:26]1[O:27][CH3:28].[K+:6].[O:50]1[CH2:51][CH2:52][CH2:53][CH2:54]1>>[CH2:1]=[CH:7][c:9]1[cH:10][c:11]([CH2:12][N:13]2[C:14](=[O:23])[c:15]3[c:16]([cH:19][cH:20][cH:21][cH:22]3)[C:17]2=[O:18])[cH:24][cH:25][c:26]1[O:27][CH3:28]. The reactants are [Br-], CC(C)(C)[O-], C[P+](c1ccccc1)(c1ccccc1)c1ccccc1, COc1ccc(CN2C(=O)c3ccccc3C2=O)cc1C=O, [K+], C1CCOC1.